Dataset: the Open Reaction Database (ORD), a public repository of structured organic reaction records. Task: describe an organic reaction: reactants, conditions, products, and yield Starting materials: OC1=C(C2=C(C(CCO2)=O)C=C1)CCC (2,3-dihydro-7-hydroxy-8-propyl-4H-1-benzopyran-4-one), COC(CCC1=C(C=CC(=C1)OCCCC(=O)OC)CCCCCCOS(=O)(=O)C)=O (2-[6-[(Methylsulfonyl)oxy]hexyl]-5-(4-methoxy-4-oxobutoxy)benzenepropanoic Acid Methyl Ester). Product: COC(CCC1=C(C=CC(=C1)OCCCC(=O)OC)CCCCCCOC1=C(C2=C(C(CCO2)=O)C=C1)CCC)=O (5-(4-methoxy-4-oxobutoxy)-2-[6-[(3,4-dihydro-4-oxo-8-propyl-2H-1-benzopyran-7-yl)oxy]hexyl]benzenepropanoic acid methyl ester). Isolated yield 86.7%. As a reaction SMILES: [OH:1][C:2]1[CH:12]=[CH:11][C:5]2[C:6](=[O:10])[CH2:7][CH2:8][O:9][C:4]=2[C:3]=1[CH2:13][CH2:14][CH3:15].[CH3:16][O:17][C:18](=[O:46])[CH2:19][CH2:20][C:21]1[CH:26]=[C:25]([O:27][CH2:28][CH2:29][CH2:30][C:31]([O:33][CH3:34])=[O:32])[CH:24]=[CH:23][C:22]=1[CH2:35][CH2:36][CH2:37][CH2:38][CH2:39][CH2:40]OS(C)(=O)=O>>[CH3:16][O:17][C:18](=[O:46])[CH2:19][CH2:20][C:21]1[CH:26]=[C:25]([O:27][CH2:28][CH2:29][CH2:30][C:31]([O:33][CH3:34])=[O:32])[CH:24]=[CH:23][C:22]=1[CH2:35][CH2:36][CH2:37][CH2:38][CH2:39][CH2:40][O:1][C:2]1[CH:12]=[CH:11][C:5]2[C:6](=[O:10])[CH2:7][CH2:8][O:9][C:4]=2[C:3]=1[CH2:13][CH2:14][CH3:15]. Procedure details: Using the procedure of example 11 and starting with 0.28 g (1.4 mmol) of 2,3-dihydro-7-hydroxy-8-propyl-4H-1-benzopyran-4-one and 0.64 g (1.4 mmol) of 2-[6-[(methylsulfonyl)oxy]hexyl]-5-(4-methoxy-4-oxobutoxy)benzenepropanoic acid methyl ester (from example 53), 5-(4-methoxy-4-oxobutoxy)-2-[6-[(3,4-dihydro-4-oxo-8-propyl-2H-1-benzopyran-7-yl)oxy]hexyl]benzenepropanoic acid methyl ester was obtained in 86.7% yield (0.69g) as an oil. This diester (1.21 mmol) was saponified with 2 mL of 3N aqueous ...